This data is from the Open Reaction Database (ORD), a public repository of structured organic reaction records. The task is: describe an organic reaction: reactants, conditions, products, and yield Starting materials: C(C1=CC=CC=C1)N1CCNCC1 (1-benzylpiperazine), C(C)(=O)O (acetic acid), C(#N)C1(CCC(CC1)=O)C1=CC=CC=C1 (4-cyano-4-phenylcyclohexanone), C(#N)[BH3-].[Na+] (sodium cyanoborohydride). Solvent: C(C)O (ethanol), O (water). Run at time 8 hour. The product is C(C1=CC=CC=C1)N1CCN(CC1)C1CCC(CC1)(C#N)C1=CC=CC=C1 (4-(4-benzylpiperazinyl)1-phenylcyclohexanecarbonitrile). Yield: 73.6%. RXN SMILES: [C:1]([C:3]1([C:10]2[CH:15]=[CH:14][CH:13]=[CH:12][CH:11]=2)[CH2:8][CH2:7][C:6](=O)[CH2:5][CH2:4]1)#[N:2].[CH2:16]([N:23]1[CH2:28][CH2:27][NH:26][CH2:25][CH2:24]1)[C:17]1[CH:22]=[CH:21][CH:20]=[CH:19][CH:18]=1.C(O)(=O)C.C([BH3-])#N.[Na+]>C(O)C.O>[CH2:16]([N:23]1[CH2:28][CH2:27][N:26]([CH:6]2[CH2:7][CH2:8][C:3]([C:10]3[CH:15]=[CH:14][CH:13]=[CH:12][CH:11]=3)([C:1]#[N:2])[CH2:4][CH2:5]2)[CH2:25][CH2:24]1)[C:17]1[CH:18]=[CH:19][CH:20]=[CH:21][CH:22]=1 |f:3.4|. Procedure: 35.0 g of 4-cyano-4-phenylcyclohexanone (0.176 mol), (prepared as disclosed in J. Amer. Chem. Soc. 74, (1972) 773) were dissolved with 31 g of 1-benzylpiperazine (0.176 mol) and 21 g of acetic acid in 200 ml of ethanol and, at room temperature, a solution of 12.5 g of sodium cyanoborohydride (0.19 mol) was slowly added dropwise. The mixture was stirred overnight, and then water was added and the mixture was extracted with dichloromethane. Drying and removal of the solvent by distillation resulte... Reaction conditions: temperature 160 celsius. Solvent: C(C)(=O)O (acetic acid). Product: COC1=C2N(C=3C(=NNC(C31)=O)C(=O)OC)CCN(C2=O)C (Methyl 10-methoxy-8-methyl-1,9-dioxo-1,2,6,7,8,9-hexahydropyrazino[1′,2′:1,5]pyrrolo[2,3-d]pyridazine-4-carboxylate). Procedure details: A solution of ethyl 2-methyl-8-(methoxy)-6-[methoxy(oxo)acetyl]-1-oxo-1,2,3,4-tetrahydropyrrolo[1,2-a]pyrazine-7-carboxylate (1.28 g, 3.78 mmol; prepared in a manner similar to that described in Example 62, step 5 to 8, starting with 1-methylpiperazin-2-one (Example 7, step 1 to 3) and hydrazine acetate (1.05 g, 11.36 mmol) in glacial acetic acid (8 mL) was heated at 160° C. in an microwave oven for 20 minutes. The mixture was concentrated under vacuum. The residue was partitioned between chloro... Reaction SMILES: [CH3:1][N:2]1[CH2:7][CH2:6][N:5]2[C:8]([C:18](=O)[C:19]([O:21][CH3:22])=[O:20])=[C:9]([C:13](OCC)=[O:14])[C:10]([O:11][CH3:12])=[C:4]2[C:3]1=[O:24].C(OC(NCC(N(CC(OC)OC)C)=O)=O)C1C=CC=CC=1.C(O)(=O)C.[NH2:51][NH2:52]>C(O)(=O)C>[CH3:12][O:11][C:10]1[C:9]2[C:13](=[O:14])[NH:52][N:51]=[C:18]([C:19]([O:21][CH3:22])=[O:20])[C:8]=2[N:5]2[CH2:6][CH2:7][N:2]([CH3:1])[C:3](=[O:24])[C:4]=12 |f:2.3|. The reactants are CN1C(C=2N(CC1)C(=C(C2OC)C(=O)OCC)C(C(=O)OC)=O)=O (ethyl 2-methyl-8-(methoxy)-6-[methoxy(oxo)acetyl]-1-oxo-1,2,3,4-tetrahydropyrrolo[1,2-a]pyrazine-7-carboxylate), C(C1=CC=CC=C1)OC(=O)NCC(=O)N(C)CC(OC)OC (N2-Benzyloxycarbonyl-N1-(2,2-dimethoxyethyl)-N1-methylglycinamide), C(C)(=O)O.NN (hydrazine acetate). Yield: 96.0%. The product is Cl (HCl), FC1=C(C=CC(=C1)C(=C)C)[C@H](C)N ((S)-1-(2-fluoro-4-(prop-1-en-2-yl)phenyl)ethanamine). Solvent: O1CCOCC1 (dioxane), O1CCOCC1 (Dioxane). As a reaction SMILES: [F:1][C:2]1[CH:7]=[C:6]([C:8]([CH3:10])=[CH2:9])[CH:5]=[CH:4][C:3]=1[C@@H:11]([NH:13][S@@](C(C)(C)C)=O)[CH3:12].[ClH:20]>O1CCOCC1>[ClH:20].[F:1][C:2]1[CH:7]=[C:6]([C:8]([CH3:10])=[CH2:9])[CH:5]=[CH:4][C:3]=1[C@@H:11]([NH2:13])[CH3:12]. Run at time 10 minute. The reactants are FC1=C(C=CC(=C1)C(=C)C)[C@H](C)N[S@](=O)C(C)(C)C ((R)—N—((S)-1-(2-fluoro-4-(prop-1-en-2-yl)phenyl)ethyl)-2-methylpropane-2-sulfinamide), Cl (HCl). Reported procedure: To a round bottom flask containing (R)—N—((S)-1-(2-fluoro-4-(prop-1-en-2-yl)phenyl)ethyl)-2-methylpropane-2-sulfinamide (1.02 g, 3.60 mmol) was added dioxane (7 mL). To this homogenous solution was then added HCl in Dioxane (1.80 mL, 7.20 mmol, 4 M). Resulting reaction mixture allowed to stir 10 min at room temperature. Volatiles removed. Et2O was added and mixture sonnicated briefly. Volatiles removed again. Et2O was added and the solid collected and washed with Et2O to afford a white HCl salt ... The reactants are Cc1nc(Br)sc1C(=O)NCc1cccnc1, O=c1cccc[nH]1. Product: Cc1nc(-n2ccccc2=O)sc1C(=O)NCc1cccnc1. As a reaction SMILES: [Br:8][c:9]1[s:10][c:11]([C:15](=[O:16])[NH:17][CH2:18][c:19]2[cH:20][n:21][cH:22][cH:23][cH:24]2)[c:12]([CH3:14])[n:13]1.[nH:1]1[c:2](=[O:7])[cH:3][cH:4][cH:5][cH:6]1>>[n:1]1(-[c:9]2[s:10][c:11]([C:15](=[O:16])[NH:17][CH2:18][c:19]3[cH:20][n:21][cH:22][cH:23][cH:24]3)[c:12]([CH3:14])[n:13]2)[c:2](=[O:7])[cH:3][cH:4][cH:5][cH:6]1. Reactants: CC(=O)[O-], COc1ccc(C=O)cc1OC, CCO, [NH4+], O=C(O)CC(=O)O. Product: COc1ccc(C(N)CC(=O)O)cc1OC. Reaction SMILES: [CH3:14][C:15]([O-:16])=[O:17].[CH3:1][O:2][c:3]1[cH:4][cH:5][c:6]([CH:7]=[O:8])[cH:9][c:10]1[O:11][CH3:12].[CH3:25][CH2:26][OH:27].[NH4+:13].[OH:18][C:19]([CH2:20][C:21](=[O:22])[OH:23])=[O:24]>>[CH3:1][O:2][c:3]1[cH:4][cH:5][c:6]([CH:7]([NH2:13])[CH2:14][C:15]([OH:16])=[O:17])[cH:9][c:10]1[O:11][CH3:12]. The reactants are N1C[C@@H](CC1)NC(OC(C)(C)C)=O (tert-butyl (3R)-3-pyrrolidinylcarbamate), ClCC1=CC=C(C=C1)C (1-(chloromethyl)-4-methylbenzene), C(C)N(C(C)C)C(C)C (N-ethyl-N-isopropyl-2-propanamine). Solvent: CN(C)C=O (DMF). Reaction conditions: temperature 70 celsius. The product is CC1=CC=C(CN2C[C@@H](CC2)NC(OC(C)(C)C)=O)C=C1 (tert-butyl [(3R)-1-(4-methylbenzyl)-3-pyrrolidinyl]carbamate). Yield: 75.2%. As a reaction SMILES: [NH:1]1[CH2:5][CH2:4][C@@H:3]([NH:6][C:7](=[O:13])[O:8][C:9]([CH3:12])([CH3:11])[CH3:10])[CH2:2]1.Cl[CH2:15][C:16]1[CH:21]=[CH:20][C:19]([CH3:22])=[CH:18][CH:17]=1.C(N(C(C)C)C(C)C)C>CN(C=O)C>[CH3:15][C:16]1[CH:21]=[CH:20][C:19]([CH2:22][N:1]2[CH2:5][CH2:4][C@@H:3]([NH:6][C:7](=[O:13])[O:8][C:9]([CH3:10])([CH3:12])[CH3:11])[CH2:2]2)=[CH:18][CH:17]=1. Procedure details: To a mixture of tert-butyl (3R)-3-pyrrolidinylcarbamate (4.0 g) and 1-(chloromethyl)-4-methylbenzene (3.17 g) in DMF(40 mL) was added N-ethyl-N-isopropyl-2-propanamine (5.55 g) at ambient temperature and the resulting mixture was heated at 70° C. for four hours. The mixture was allowed to cool to ambient temperature and extracted with ethyl acetate (100 mL). The organic phase was washed with water (50 mL) and brine (50 mL). The organic layer was dried over anhydrous sodium sulfate and concentrat...